Dataset: the Open Reaction Database (ORD), a public repository of structured organic reaction records. Task: describe an organic reaction: reactants, conditions, products, and yield The reactants are O=C([O-])[O-], CC(C)=O, Cl, [K+], [K+], COC(=O)c1ccc(Nc2nc(NCCCOCCCCOCCCN)nc(OCC(F)(F)F)n2)cc1, O. Yields the product NCCCOCCCCOCCCNc1nc(Nc2ccc(C(=O)O)cc2)nc(OCC(F)(F)F)n1. As a reaction SMILES: [C:38](=[O:39])([O-:40])[O-:41].[CH3:45][C:46](=[O:47])[CH3:48].[ClH:44].[K+:42].[K+:43].[NH2:1][CH2:2][CH2:3][CH2:4][O:5][CH2:6][CH2:7][CH2:8][CH2:9][O:10][CH2:11][CH2:12][CH2:13][NH:14][c:15]1[n:16][c:17]([NH:27][c:28]2[cH:29][cH:30][c:31]([C:32](=[O:33])[O:34][CH3:35])[cH:36][cH:37]2)[n:18][c:19]([O:21][CH2:22][C:23]([F:24])([F:25])[F:26])[n:20]1.[OH2:49]>>[NH2:1][CH2:2][CH2:3][CH2:4][O:5][CH2:6][CH2:7][CH2:8][CH2:9][O:10][CH2:11][CH2:12][CH2:13][NH:14][c:15]1[n:16][c:17]([NH:27][c:28]2[cH:29][cH:30][c:31]([C:32](=[O:33])[OH:34])[cH:36][cH:37]2)[n:18][c:19]([O:21][CH2:22][C:23]([F:24])([F:25])[F:26])[n:20]1. The reactants are CC(C)C1=CC(=C(C(=C1)C(C)C)C2=C(C=CC=C2)P(C3CCCCC3)C4CCCCC4)C(C)C (X-Phos), C1(NCCC2=C1C1=C(S2)C=CC=C1)=O (3,4-dihydro-2H-benzo[4,5]thieno[3,2-c]pyridin-1-one), [O-]P(=O)([O-])[O-].[K+].[K+].[K+] (K3PO4), BrC=1C=NC=CC1C(F)(F)F (3-bromo-4-(trifluoromethyl)pyridine). Reagents/catalysts: C=1C=CC(=CC1)/C=C/C(=O)/C=C/C2=CC=CC=C2.C=1C=CC(=CC1)/C=C/C(=O)/C=C/C2=CC=CC=C2.C=1C=CC(=CC1)/C=C/C(=O)/C=C/C2=CC=CC=C2.[Pd].[Pd] (Pd2(dba)3). Run in O1CCOCC1 (1,4-dioxane), C(C)(=O)OCC (ethyl acetate), CCCCCC (hexane). Run at temperature 120 celsius. The product is FC(C1=C(C=NC=C1)N1C(C2=C(CC1)SC1=C2C=CC=C1)=O)(F)F (2-(4-trifluoromethylpyridine-3-yl)-3,4-dihydro-2H-benzo[4,5]thieno[3,2-c]pyridin-1-one). Isolated yield 8.2%. Reaction SMILES: CC(C1C=C(C(C)C)C(C2C=CC=CC=2P(C2CCCCC2)C2CCCCC2)=C(C(C)C)C=1)C.[C:35]1(=[O:48])[C:40]2[C:41]3[CH:47]=[CH:46][CH:45]=[CH:44][C:42]=3[S:43][C:39]=2[CH2:38][CH2:37][NH:36]1.[O-]P([O-])([O-])=O.[K+].[K+].[K+].Br[C:58]1[CH:59]=[N:60][CH:61]=[CH:62][C:63]=1[C:64]([F:67])([F:66])[F:65]>CCCCCC.C1C=CC(/C=C/C(/C=C/C2C=CC=CC=2)=O)=CC=1.C1C=CC(/C=C/C(/C=C/C2C=CC=CC=2)=O)=CC=1.C1C=CC(/C=C/C(/C=C/C2C=CC=CC=2)=O)=CC=1.[Pd].[Pd].C(OCC)(=O)C.O1CCOCC1>[F:65][C:64]([F:67])([F:66])[C:63]1[CH:62]=[CH:61][N:60]=[CH:59][C:58]=1[N:36]1[CH2:37][CH2:38][C:39]2[S:43][C:42]3[CH:44]=[CH:45][CH:46]=[CH:47][C:41]=3[C:40]=2[C:35]1=[O:48] |f:2.3.4.5,8.9.10.11.12|. Procedure details: X-Phos (35 mg, 0.0739 mmol) and Pd2(dba)3 (45 mg, 0.0492 mmol) were added to a previously degassed solution of 3,4-dihydro-2H-benzo[4,5]thieno[3,2-c]pyridin-1-one (I-9d: 100 mg, 0.4919 mmol), K3PO4 (313 mg, 1.4759 mmol) and 1,4-dioxane (5 mL) in a sealed tube. This was followed by the addition of 3-bromo-4-(trifluoromethyl)pyridine (134 mg, 0.5903 mmol) and the resulting reaction mass was heated at 120° C. for 48 hours. The reaction was monitored by TLC (50% ethyl acetate in hexane). The reactio... The reactants are O=C([O-])[O-], CCOc1ccc(O)cc1, CC(C)c1cc(Br)ccc1OCc1ccccc1, Cl, [Cu], [I-], [K+], [K+], c1ccncc1. The product is CCOc1ccc(Oc2ccc(OCc3ccccc3)c(C(C)C)c2)cc1. Reaction SMILES: [C:29](=[O:30])([O-:31])[O-:32].[CH2:19]([CH3:20])[O:21][c:22]1[cH:23][cH:24][c:25]([OH:28])[cH:26][cH:27]1.[CH2:1]([c:2]1[cH:3][cH:4][cH:5][cH:6][cH:7]1)[O:8][c:9]1[c:10]([CH:16]([CH3:17])[CH3:18])[cH:11][c:12]([Br:15])[cH:13][cH:14]1.[ClH:36].[Cu:37].[I-:35].[K+:33].[K+:34].[cH:38]1[cH:39][cH:40][n:41][cH:42][cH:43]1>>[CH2:1]([c:2]1[cH:3][cH:4][cH:5][cH:6][cH:7]1)[O:8][c:9]1[c:10]([CH:16]([CH3:17])[CH3:18])[cH:11][c:12]([O:28][c:25]2[cH:24][cH:23][c:22]([O:21][CH2:19][CH3:20])[cH:27][cH:26]2)[cH:13][cH:14]1. Reactants: C(C)(C)(C)[Li] (tert-butyllithium), C(C)(=O)OCC (ethyl acetate), BrC1=CC=C(O[C@H]([C@@H](CCC=2C=NC=CC2)O[Si](C)(C)C(C)(C)C)C)C=C1 ((3R,4S)-3-[4-(4-bromophenoxy)-3-(tert-butyldimethyl-silanyloxy)pentyl]pyridine), C(C)(C)OB(OC(C)C)OC(C)C (tri-isopropylborate). Run in O1CCCC1 (tetrahydrofuran). Yields the product [Si](C)(C)(C(C)(C)C)O[C@@H]([C@@H](OC1=CC=C(C=C1)B(O)O)C)CCC=1C=NC=CC1 ((1S,2R)-4-[2-(tert-butyldimethylsilanyloxy)-1-methyl-4-pyridin-3-ylbutoxy]benzeneboronic acid). As a reaction SMILES: C([Li])(C)(C)C.Br[C:7]1[CH:32]=[CH:31][C:10]([O:11][C@@H:12]([CH3:30])[C@H:13]([O:22][Si:23]([C:26]([CH3:29])([CH3:28])[CH3:27])([CH3:25])[CH3:24])[CH2:14][CH2:15][C:16]2[CH:17]=[N:18][CH:19]=[CH:20][CH:21]=2)=[CH:9][CH:8]=1.C([O:36][B:37](OC(C)C)[O:38]C(C)C)(C)C.C(OCC)(=O)C>O1CCCC1>[Si:23]([O:22][C@H:13]([CH2:14][CH2:15][C:16]1[CH:17]=[N:18][CH:19]=[CH:20][CH:21]=1)[C@H:12]([CH3:30])[O:11][C:10]1[CH:31]=[CH:32][C:7]([B:37]([OH:38])[OH:36])=[CH:8][CH:9]=1)([C:26]([CH3:29])([CH3:28])[CH3:27])([CH3:25])[CH3:24]. Procedure details: Prepared according to the method described in Example 5b) from tert-butyllithium (3.95 ml, 1.7M in hexanes), (3R,4S)-3-[4-(4-bromophenoxy)-3-(tert-butyldimethyl-silanyloxy)pentyl]pyridine (2.52 g, Example 11b)) and tri-isopropylborate (1.68 ml) in tetrahydrofuran (20 ml) to afford the sub-title compound as a foam (1.22 g) after chromatography on silica eluting with ethyl acetate and then ethyl acetate:methanol (4:1). Reactants: CN(C)C=O, CI, COc1ccccc1COC(=O)Nc1ccc(Oc2ncnc3cc(OC)c(OC)cc23)cc1Cl, [H-], [Na+], O. Product: COc1ccccc1COC(=O)N(C)c1ccc(Oc2ncnc3cc(OC)c(OC)cc23)cc1Cl. RXN SMILES: [CH3:1][N:2]([CH3:3])[CH:4]=[O:5].[CH3:43][I:44].[Cl:8][c:9]1[c:10]([NH:30][C:31]([O:32][CH2:33][c:34]2[c:35]([O:40][CH3:41])[cH:36][cH:37][cH:38][cH:39]2)=[O:42])[cH:11][cH:12][c:13]([O:15][c:16]2[n:17][cH:18][n:19][c:20]3[cH:21][c:22]([O:28][CH3:29])[c:23]([O:26][CH3:27])[cH:24][c:25]23)[cH:14]1.[H-:6].[Na+:7].[OH2:45]>>[CH3:1][N:30]([c:10]1[c:9]([Cl:8])[cH:14][c:13]([O:15][c:16]2[n:17][cH:18][n:19][c:20]3[cH:21][c:22]([O:28][CH3:29])[c:23]([O:26][CH3:27])[cH:24][c:25]23)[cH:12][cH:11]1)[C:31]([O:32][CH2:33][c:34]1[c:35]([O:40][CH3:41])[cH:36][cH:37][cH:38][cH:39]1)=[O:42]. RXN SMILES: [CH2:1]([CH3:2])[N:3]([CH2:4][CH2:5][n:6]1[n:7][c:8]2[c:9]3[c:10]([c:11]([N+:15]([O-:16])=[O:17])[cH:12][cH:13][c:14]13)[o:18][c:19]1[c:20]2[cH:21][cH:22][cH:23][cH:24]1)[CH2:25][CH3:26].[H:27][H:28].[O:29]1[CH2:30][CH2:31][CH2:32][CH2:33]1>>[CH2:1]([CH3:2])[N:3]([CH2:4][CH2:5][n:6]1[n:7][c:8]2[c:9]3[c:10]([c:11]([NH2:15])[cH:12][cH:13][c:14]13)[o:18][c:19]1[c:20]2[cH:21][cH:22][cH:23][cH:24]1)[CH2:25][CH3:26]. Yields the product CCN(CC)CCn1nc2c3ccccc3oc3c(N)ccc1c32. The reactants are CCN(CC)CCn1nc2c3ccccc3oc3c([N+](=O)[O-])ccc1c32, [H][H], C1CCOC1. Starting materials: ClCCl, CCC(C)(C)C(=O)Cl, ClCCCl, Cc1ccc2c(c1)NC(=O)C(NC(=O)OC(C)(C)C)CN2, c1ccncc1. Product: CCC(C)(C)C(=O)N1CC(NC(=O)OC(C)(C)C)C(=O)Nc2cc(C)ccc21. Reaction SMILES: [CH2:36]([Cl:37])[Cl:38].[CH3:22][C:23]([C:24](=[O:25])[Cl:26])([CH2:27][CH3:28])[CH3:29].[Cl:39][CH2:40][CH2:41][Cl:42].[O:1]=[C:2]1[CH:3]([NH:14][C:15](=[O:16])[O:17][C:18]([CH3:19])([CH3:20])[CH3:21])[CH2:4][NH:5][c:6]2[c:7]([cH:9][c:10]([CH3:13])[cH:11][cH:12]2)[NH:8]1.[cH:30]1[cH:31][cH:32][n:33][cH:34][cH:35]1>>[O:1]=[C:2]1[CH:3]([NH:14][C:15](=[O:16])[O:17][C:18]([CH3:19])([CH3:20])[CH3:21])[CH2:4][N:5]([C:24]([C:23]([CH3:22])([CH2:27][CH3:28])[CH3:29])=[O:25])[c:6]2[c:7]([cH:9][c:10]([CH3:13])[cH:11][cH:12]2)[NH:8]1. Reactants: C(C)C(CC(=O)N)CCCC (2-ethylhexyl carboxamide), ClO (Hypochlorous acid). Solvent: C(C)(=O)OCC (ethyl acetate). Run at time 10 minute. Yields the product ClNC(=O)CC(CCCC)CC (N-chloro-2-ethylhexyl carboxamide). The yield is 91.8%. Reaction SMILES: [CH2:1]([CH:3]([CH2:8][CH2:9][CH2:10][CH3:11])[CH2:4][C:5]([NH2:7])=[O:6])[CH3:2].[Cl:12]O>C(OCC)(=O)C>[Cl:12][NH:7][C:5]([CH2:4][CH:3]([CH2:1][CH3:2])[CH2:8][CH2:9][CH2:10][CH3:11])=[O:6]. Procedure details: 2-ethylhexyl carboxamide (35.75 g, 250 mmol) was suspended in 300 ml of ethyl acetate and cooled to 1°. Hypochlorous acid (43.3 g of 30.6% solution, 252 m mol) was added dropwise over 13 minutes with stirring. After 10 minutes, the cooling bath was removed and stirring continued for 1 hour while the mixture warmed to room temperature. The ethyl acetate layer was then separated and dried (MgSO4) and the solvent was removed on the rotary evaporator and, finally, on the vacuum pump to give 44 g (98... Starting materials: CC(=O)Nc1nc2ccc(OS(=O)(=O)c3ccc(F)cc3)cc2s1, O=C([O-])[O-], CS(C)=O, CC(C)NCCN, [Cs+], [Cs+], O. The product is CC(=O)Nc1nc2ccc(OS(=O)(=O)c3ccc(NCCNC(C)C)cc3)cc2s1. Reaction SMILES: [C:1]([CH3:2])(=[O:3])[NH:4][c:5]1[s:6][c:7]2[c:8]([n:9]1)[cH:10][cH:11][c:12]([O:14][S:15](=[O:16])(=[O:17])[c:18]1[cH:19][cH:20][c:21]([F:24])[cH:22][cH:23]1)[cH:13]2.[C:32](=[O:33])([O-:34])[O-:35].[CH3:39][S:40](=[O:41])[CH3:42].[CH:25]([CH3:26])([CH3:27])[NH:28][CH2:29][CH2:30][NH2:31].[Cs+:36].[Cs+:37].[OH2:38]>>[C:1]([CH3:2])(=[O:3])[NH:4][c:5]1[s:6][c:7]2[c:8]([n:9]1)[cH:10][cH:11][c:12]([O:14][S:15](=[O:16])(=[O:17])[c:18]1[cH:19][cH:20][c:21]([NH:31][CH2:30][CH2:29][NH:28][CH:25]([CH3:26])[CH3:27])[cH:22][cH:23]1)[cH:13]2. The reactants are ClC1=CC=C(C=C1)C1(CCC1)C(=O)O (1-(4-chlorophenyl)cyclobutanecarboxylic acid), NCCCN1CCC(CC1)C=1C=C(C=CC1)NC(C(C)C)=O (N-{3-[1-(3-aminopropyl)-4-piperidinyl]phenyl}-2-methylpropanamide). Solvent: C(Cl)(Cl)Cl (CHCl3). Yields the product ClC1=CC=C(C=C1)C1(CCC1)C(=O)NCCCN1CCC(CC1)C1=CC(=CC=C1)NC(C(C)C)=O (1-(4-CHLOROPHENYL)-N-(3-{4-[3-(ISOBUTYRYLAMINO)PHENYL]-1-PIPERIDINYL}PROPYL)CYCLOBUTANECARBOXAMIDE). Reaction SMILES: [Cl:1][C:2]1[CH:7]=[CH:6][C:5]([C:8]2([C:12]([OH:14])=O)[CH2:11][CH2:10][CH2:9]2)=[CH:4][CH:3]=1.[NH2:15][CH2:16][CH2:17][CH2:18][N:19]1[CH2:24][CH2:23][CH:22]([C:25]2[CH:26]=[C:27]([NH:31][C:32](=[O:36])[CH:33]([CH3:35])[CH3:34])[CH:28]=[CH:29][CH:30]=2)[CH2:21][CH2:20]1>C(Cl)(Cl)Cl>[Cl:1][C:2]1[CH:3]=[CH:4][C:5]([C:8]2([C:12]([NH:15][CH2:16][CH2:17][CH2:18][N:19]3[CH2:24][CH2:23][CH:22]([C:25]4[CH:30]=[CH:29][CH:28]=[C:27]([NH:31][C:32](=[O:36])[CH:33]([CH3:34])[CH3:35])[CH:26]=4)[CH2:21][CH2:20]3)=[O:14])[CH2:9][CH2:10][CH2:11]2)=[CH:6][CH:7]=1. Procedure: Example 43 was prepared from 1-(4-chlorophenyl)cyclobutanecarboxylic acid and N-{3-[1-(3-aminopropyl)-4-piperidinyl]phenyl}-2-methylpropanamide according to the procedures described in Scheme 9: 1H NMR (400 MHz, CDCl3) δ 7.56 (s, 1H), 7.41 (s, 1H), 7.34–7.21 (m, 6H), 6.93 (s, 1H), 6.48 (s, 1H), 3.31–3.24 (m, 2H), 2.94–2.86 (m, 2H), 2.86–2.76 (m, 2H), 2.57–2.37 (m, 4H), 2.33–2.26 (m, 2H), 2.12–2.02 (m, 1H), 1.97–1.87 (m, 3H), 1.82 (s, 1H), 1.79 (s, 1H), 1.70–1.56 (m, 4H), 1.24 (d, 6H, J=7.2 Hz); ...